From a dataset of the Open Reaction Database (ORD), a public repository of structured organic reaction records. describe an organic reaction: reactants, conditions, products, and yield Starting materials: Cc1oc(-c2ccccc2)nc1COc1ccc(CON)cc1, CC(=O)O, CC(=O)[O-], CCO, [Na+], NC(=O)CCC(=O)c1ccccc1, O. Product: Cc1oc(-c2ccccc2)nc1COc1ccc(CON=C(CCC(N)=O)c2ccccc2)cc1. RXN SMILES: [CH3:1][c:2]1[c:3]([CH2:13][O:14][c:15]2[cH:16][cH:17][c:18]([CH2:19][O:20][NH2:21])[cH:22][cH:23]2)[n:4][c:5](-[c:7]2[cH:8][cH:9][cH:10][cH:11][cH:12]2)[o:6]1.[CH3:37][C:38](=[O:39])[OH:40].[CH3:42][C:43](=[O:44])[O-:45].[CH3:47][CH2:48][OH:49].[Na+:41].[O:24]=[C:25]([CH2:26][CH2:27][C:28](=[O:29])[NH2:30])[c:31]1[cH:32][cH:33][cH:34][cH:35][cH:36]1.[OH2:46]>>[CH3:1][c:2]1[c:3]([CH2:13][O:14][c:15]2[cH:16][cH:17][c:18]([CH2:19][O:20][N:21]=[C:25]([CH2:26][CH2:27][C:28](=[O:29])[NH2:30])[c:31]3[cH:32][cH:33][cH:34][cH:35][cH:36]3)[cH:22][cH:23]2)[n:4][c:5](-[c:7]2[cH:8][cH:9][cH:10][cH:11][cH:12]2)[o:6]1. The reactants are ClC1=NC=2N(CC(N(C2C=N1)C)=O)C(C)C (2-chloro-8-isopropyl-5-methyl-7,8-dihydro-5H-pteridin-6-one), COC(C1=CC(=CC(=C1)NS(=O)(=O)C)N)=O (3-amino-5-(methylsulfonyl)aminobenzoic acid methyl ester). The product is C(C)(C)N1CC(N(C=2C=NC(=NC12)NC=1C=C(C(=O)O)C=C(C1)NS(=O)(=O)C)C)=O (3-(8-isopropyl-5-methyl-6-oxo-5,6,7,8-tetrahydro-pteridin-2-ylamino)-5-(methylsulfonyl)amino-benzoic acid). Yield: 35.0%. Reaction SMILES: Cl[C:2]1[N:11]=[CH:10][C:9]2[N:8]([CH3:12])[C:7](=[O:13])[CH2:6][N:5]([CH:14]([CH3:16])[CH3:15])[C:4]=2[N:3]=1.C[O:18][C:19](=[O:32])[C:20]1[CH:25]=[C:24]([NH:26][S:27]([CH3:30])(=[O:29])=[O:28])[CH:23]=[C:22]([NH2:31])[CH:21]=1>>[CH:14]([N:5]1[C:4]2[N:3]=[C:2]([NH:31][C:22]3[CH:21]=[C:20]([CH:25]=[C:24]([NH:26][S:27]([CH3:30])(=[O:29])=[O:28])[CH:23]=3)[C:19]([OH:32])=[O:18])[N:11]=[CH:10][C:9]=2[N:8]([CH3:12])[C:7](=[O:13])[CH2:6]1)([CH3:16])[CH3:15]. Procedure: Starting from 2-chloro-8-isopropyl-5-methyl-7,8-dihydro-5H-pteridin-6-one (1.5 g; 6.25 mmol) and 3-amino-5-(methylsulfonyl)aminobenzoic acid methyl ester (3.49 g; 14.502 mmol), 950 mg (2.18 mmol; 35% yield) of the desired product were obtained as a powder. Starting materials: N#Cc1ccc(C(=O)CCc2ccc(F)cc2)cc1, ClCCl, C1CCOC1, O=S(Cl)Cl, c1c[nH]cn1. Product: N#Cc1ccc(C(=CCc2ccc(F)cc2)n2ccnc2)cc1. Reaction SMILES: [C:10](#[N:11])[c:12]1[cH:13][cH:14][c:15]([C:18]([CH2:19][CH2:20][c:21]2[cH:22][cH:23][c:24]([F:27])[cH:25][cH:26]2)=[O:28])[cH:16][cH:17]1.[CH2:29]([Cl:30])[Cl:31].[O:32]1[CH2:33][CH2:34][CH2:35][CH2:36]1.[S:6]([Cl:7])([Cl:8])=[O:9].[nH:1]1[cH:2][n:3][cH:4][cH:5]1>>[n:1]1([C:18]([c:15]2[cH:14][cH:13][c:12]([C:10]#[N:11])[cH:17][cH:16]2)=[CH:19][CH2:20][c:21]2[cH:22][cH:23][c:24]([F:27])[cH:25][cH:26]2)[cH:2][n:3][cH:4][cH:5]1. Reactants: oil, C1COC=2C=CC=C3[C@H]4[C@@H](N1C23)CCNC4 ((±)-cis-1,2,6b,7,8,9,10,10a-octahydro[1,4]oxazino-[2,3,4-hi]pyrido[4,3-b]indole), ClCCCC(=O)C1=C(C=C(C=C1)F)O (4-chloro-1-(4-fluoro-2-hydroxyphenyl)-1-butanone). Product: C1COC=2C=CC=C3[C@H]4[C@@H](N1C23)CCN(C4)CCCC(=O)C4=C(C=C(C=C4)F)O (4-((±)-cis-1,2,6b,9,10,10a-hexahydro[1,4]oxazino[2,3,4-hi]pyrido[4,3-b]indol-8(7H)-yl)-1-(4-fluoro-2-hydroxyphenyl)-1-butanone). RXN SMILES: [CH2:1]1[N:11]2[C:12]3[C:8]([C@@H:9]4[CH2:16][NH:15][CH2:14][CH2:13][C@@H:10]42)=[CH:7][CH:6]=[CH:5][C:4]=3[O:3][CH2:2]1.Cl[CH2:18][CH2:19][CH2:20][C:21]([C:23]1[CH:28]=[CH:27][C:26]([F:29])=[CH:25][C:24]=1[OH:30])=[O:22]>>[CH2:1]1[N:11]2[C:12]3[C:8]([C@@H:9]4[CH2:16][N:15]([CH2:18][CH2:19][CH2:20][C:21]([C:23]5[CH:28]=[CH:27][C:26]([F:29])=[CH:25][C:24]=5[OH:30])=[O:22])[CH2:14][CH2:13][C@@H:10]42)=[CH:7][CH:6]=[CH:5][C:4]=3[O:3][CH2:2]1. Procedure: The title compound was prepared by the method of Example 361 as a yellow oil (8 mg, 17%) from (±)-cis-1,2,6b,7,8,9,10,10a-octahydro[1,4]oxazino-[2,3,4-hi]pyrido[4,3-b]indole (30 mg, 0.12 mmol) and 4-chloro-1-(4-fluoro-2-hydroxyphenyl)-1-butanone (52 mg, 0.24 mmol). 1H NMR (CDCl3, 300 MHz) δ1.85-2.13 (m, 5H), 2.25-2.47 (m, 3H), 2.63-2.95 (m, 3H), 2.99 (t, J=7.0 Hz, 2H), 3.17-3.35 (m, 3H), 4.43 (dd, J=6.9, 2.2 Hz, 2H), 6.59-6.75 (m, 5H), 7.81 (dd, J=8.7, 6.6 Hz, 1H) ppm. Reactants: C1(=CC=CC=C1)P(=O)(C1=CC=CC=C1)N=[N+]=[N-] (Diphenylphosphoryl azide), N12CCCCCC2=NCCC1 (1,8-diazabicyclo[5.4.0]undec-7-ene), C1(CC1)C1=CC=C(C=N1)CO ((6-cyclopropyl-3-pyridyl)methanol). Run in C1(=CC=CC=C1)C (toluene), C(C)(=O)OCC (ethyl acetate). Reaction conditions: time 3 hour. The product is C1(CC1)C1=CC=C(C=N1)CN=[N+]=[N-] ((6-Cyclopropyl-3-pyridyl)methyl azide). The yield is 99.7%. Reaction SMILES: C1(P([N:15]=[N+:16]=[N-:17])(C2C=CC=CC=2)=O)C=CC=CC=1.N12CCCN=C1CCCCC2.[CH:29]1([C:32]2[N:37]=[CH:36][C:35]([CH2:38]O)=[CH:34][CH:33]=2)[CH2:31][CH2:30]1>C1(C)C=CC=CC=1.C(OCC)(=O)C>[CH:29]1([C:32]2[N:37]=[CH:36][C:35]([CH2:38][N:15]=[N+:16]=[N-:17])=[CH:34][CH:33]=2)[CH2:31][CH2:30]1. Procedure: Diphenylphosphoryl azide (0.49 ml, 2.3 mmol) and 1,8-diazabicyclo[5.4.0]undec-7-ene (0.34 ml, 2.3 mmol) were added dropwise in that order at room temperature to a solution of (6-cyclopropyl-3-pyridyl)methanol (283 mg, 1.90 mmol) in toluene (4 ml) and the mixture was stirred for 3 hours. After confirming completion of the reaction by thin layer chromatography, it was diluted with ethyl acetate and washed with water and brine. Drying was performed with anhydrous magnesium sulfate, the solvent was ... Run in O (water), O (water). Run at time 3 hour. Product: CN(CCC(=O)O)C1=CC=C(C=C1)CCCC.CN(CCC(=O)O)C1=CC=C(C=C1)CCCC.[Ni] (Nickel bis(N-methyl-N-p-n-butylphenyl-β-alanine)). Starting materials: [OH-].[Na+] (sodium hydroxide), CN(CCC(=O)O)C1=CC=C(C=C1)CCCC (N-methyl-p-n-butylphenyl-β-alanine), O.O.O.O.O.O.[Ni](Cl)Cl (nickel chloride hexahydrate). Yield: 88.2%. Reported procedure: To a stirred solution of N-methyl-p-n-butylphenyl-β-alanine (7.85 g., 0.03 mole) in 250 ml of water was added 15 ml. of 2N sodium hydroxide solution. The hazy solution was clarified by filtration, and a solution of nickel chloride hexahydrate (3.58 g., 0.015 mole) in 50 ml of water was added dropwise to the filtrate. The nickel salt precipitated from solution during the addition, and after the addition was completed the mixture was stirred at room temperature for three hours. The precipitated ni... As a reaction SMILES: [CH3:1][N:2]([C:8]1[CH:13]=[CH:12][C:11]([CH2:14][CH2:15][CH2:16][CH3:17])=[CH:10][CH:9]=1)[CH2:3][CH2:4][C:5]([OH:7])=[O:6].[OH-].[Na+].O.O.O.O.O.O.[Ni:26](Cl)Cl>O>[CH3:1][N:2]([C:8]1[CH:9]=[CH:10][C:11]([CH2:14][CH2:15][CH2:16][CH3:17])=[CH:12][CH:13]=1)[CH2:3][CH2:4][C:5]([OH:7])=[O:6].[CH3:1][N:2]([C:8]1[CH:9]=[CH:10][C:11]([CH2:14][CH2:15][CH2:16][CH3:17])=[CH:12][CH:13]=1)[CH2:3][CH2:4][C:5]([OH:7])=[O:6].[Ni:26] |f:1.2,3.4.5.6.7.8.9,11.12.13|.